From a dataset of the Open Reaction Database (ORD), a public repository of structured organic reaction records. describe an organic reaction: reactants, conditions, products, and yield The reactants are Cl.C(#N)C1(CCNCC1)NC(=O)C(CC(C)(C)C)NC(=O)N1CCOCC1 (morpholine-4-carboxylic acid [1-(4-cyano-piperidin-4-ylcarbamoyl)-3,3-dimethyl-butyl]-amide hydrochloride), C(C1=CC=CC=C1)N=C=O (benzyl isocyanate), tertiary amine, CN1CCOCC1 (N-methylmorpholine). Solvent: C(Cl)Cl (methylene chloride). Product: C(C1=CC=CC=C1)NC(=O)N1CCC(CC1)(C#N)NC(=O)C(CC(C)(C)C)NC(=O)N1CCOCC1 (Morpholine-4-carboxylic acid [1-(1-benzylcarbamoyl-4-cyano-piperidin-4-ylcarbamoyl)-3,3-dimethyl-butyl]-amide). As a reaction SMILES: Cl.[C:2]([C:4]1([NH:10][C:11]([CH:13]([NH:19][C:20]([N:22]2[CH2:27][CH2:26][O:25][CH2:24][CH2:23]2)=[O:21])[CH2:14][C:15]([CH3:18])([CH3:17])[CH3:16])=[O:12])[CH2:9][CH2:8][NH:7][CH2:6][CH2:5]1)#[N:3].[CH2:28]([N:35]=[C:36]=[O:37])[C:29]1[CH:34]=[CH:33][CH:32]=[CH:31][CH:30]=1.CN1CCOCC1>C(Cl)Cl>[CH2:28]([NH:35][C:36]([N:7]1[CH2:6][CH2:5][C:4]([NH:10][C:11]([CH:13]([NH:19][C:20]([N:22]2[CH2:23][CH2:24][O:25][CH2:26][CH2:27]2)=[O:21])[CH2:14][C:15]([CH3:18])([CH3:17])[CH3:16])=[O:12])([C:2]#[N:3])[CH2:9][CH2:8]1)=[O:37])[C:29]1[CH:34]=[CH:33][CH:32]=[CH:31][CH:30]=1 |f:0.1|. Reported procedure: The title compound is prepared from morpholine-4-carboxylic acid [1-(4-cyano-piperidin-4-ylcarbamoyl)-3,3-dimethyl-butyl]-amide hydrochloride and benzyl isocyanate in the presence of a tertiary amine base such as N-methylmorpholine in a solvent such as methylene chloride. The product is ClC1=NC(=NC(=C1)C1=C(C(=CC=C1)Cl)Cl)N (4-Chloro-6-(2,3-dichloro-phenyl)-pyrimidin-2-ylamine). The reactants are ClC1=NC(=NC(=C1)C1=C(C=CC(=C1)Cl)OCC)N (4-chloro-6-(5-chloro-2-ethoxy-phenyl)-pyrimidin-2-ylamine), ClC1=C(C=CC=C1Cl)B(O)O (2,3-dichlorophenyl boronic acid), NC1=NC(=CC(=N1)Cl)Cl (2-amino-4,6-dichloropyrimidine). Reported procedure: 4-Chloro-6-(2,3-dichloro-phenyl)-pyrimidin-2-ylamine was prepared according to the method described for 4-chloro-6-(5-chloro-2-ethoxy-phenyl)-pyrimidin-2-ylamine (Example 53) using 2,3-dichlorophenyl boronic acid and 2-amino-4,6-dichloropyrimidine. As a reaction SMILES: [Cl:1][C:2]1[CH:7]=[C:6]([C:8]2[CH:13]=[C:12]([Cl:14])[CH:11]=[CH:10][C:9]=2OCC)[N:5]=[C:4]([NH2:18])[N:3]=1.[Cl:19]C1C(Cl)=CC=CC=1B(O)O.NC1N=C(Cl)C=C(Cl)N=1>>[Cl:1][C:2]1[CH:7]=[C:6]([C:8]2[CH:9]=[CH:10][CH:11]=[C:12]([Cl:14])[C:13]=2[Cl:19])[N:5]=[C:4]([NH2:18])[N:3]=1. The reactants are FC1=C(C=CC(=C1)F)[N+](=O)[O-] (2,4-difluoronitrobenzol), [Li+].C[Si](C)(C)[N-][Si](C)(C)C (LiHMDS), CC(C)(C)OC(=O)N[C@H]1CCC[C@@H]1O ((1S,2S)-trans-N-boc-2-aminocyclopentanol). The solvent is C1CCOC1 (THF), C1CCOC1 (THF), O (water). Conditions: temperature 10 celsius, time 8 hour. Product: C(C)(C)(C)OC(N[C@@H]1[C@H](CCC1)OC1=C(C=CC(=C1)F)[N+](=O)[O-])=O ((1S,2S)[2-(5-Fluoro-2-nitro-phenoxy)-cyclopentyl]-carbamic acid tert-butyl ester). Reaction SMILES: [CH3:1][C:2]([O:5][C:6]([NH:8][C@@H:9]1[C@@H:13]([OH:14])[CH2:12][CH2:11][CH2:10]1)=[O:7])([CH3:4])[CH3:3].[Li+].C[Si]([N-][Si](C)(C)C)(C)C.F[C:26]1[CH:31]=[C:30]([F:32])[CH:29]=[CH:28][C:27]=1[N+:33]([O-:35])=[O:34]>C1COCC1.O>[C:2]([O:5][C:6](=[O:7])[NH:8][C@H:9]1[CH2:10][CH2:11][CH2:12][C@@H:13]1[O:14][C:26]1[CH:31]=[C:30]([F:32])[CH:29]=[CH:28][C:27]=1[N+:33]([O-:35])=[O:34])([CH3:1])([CH3:3])[CH3:4] |f:1.2|. Procedure: (1S,2S)-trans-N-boc-2-aminocyclopentanol was dissolved in 50 ml THF and cooled to 10° C. To the reaction mixture were added 32.2 ml LiHMDS 1M in THF. After 1 hour 2.72 ml 2,4-difluoronitrobenzol were added and the mixture was stirred at rt overnight. Then the mixture was poured in water and extracted with ethylacetate. The organic layer was washed with water, dried and concentrated in vacuo.